Dataset: the Open Reaction Database (ORD), a public repository of structured organic reaction records. Task: describe an organic reaction: reactants, conditions, products, and yield Reactants: gum, C1(=CC=CC=C1)CCCCCCCCNC(C1=CC(=C(C(=C1)C1=CC(=CC=C1)C(F)(F)F)O)C1=CC(=CC=C1)C(F)(F)F)=O (N-(8-phenyl-octyl)-3,5-bis(m-trifluoromethylphenyl)4hydroxy-benzamide), [K+].[Br-] (KBr). Product: C1(=CC=CC=C1)CCCCCCCCNC(=O)C=1C=C(C(=C(C1)Br)O)C1=CC(=CC=C1)C(F)(F)F (5-Bromo-6-hydroxy-3′-trifluoromethyl-biphenyl-3-carboxylic acid (8-phenyl-octyl)-amide). As a reaction SMILES: [C:1]1([CH2:7][CH2:8][CH2:9][CH2:10][CH2:11][CH2:12][CH2:13][CH2:14][NH:15][C:16](=[O:44])[C:17]2[CH:22]=[C:21]([C:23]3[CH:28]=[CH:27][CH:26]=[C:25]([C:29]([F:32])([F:31])[F:30])[CH:24]=3)[C:20]([OH:33])=[C:19](C3C=CC=C(C(F)(F)F)C=3)[CH:18]=2)[CH:6]=[CH:5][CH:4]=[CH:3][CH:2]=1.[K+].[Br-:46]>>[C:1]1([CH2:7][CH2:8][CH2:9][CH2:10][CH2:11][CH2:12][CH2:13][CH2:14][NH:15][C:16]([C:17]2[CH:22]=[C:21]([C:23]3[CH:28]=[CH:27][CH:26]=[C:25]([C:29]([F:32])([F:31])[F:30])[CH:24]=3)[C:20]([OH:33])=[C:19]([Br:46])[CH:18]=2)=[O:44])[CH:6]=[CH:5][CH:4]=[CH:3][CH:2]=1 |f:1.2|. Reported procedure: The title compound was prepared as a white gum (0.976 g, 58%) from N-(8-phenyl-octyl)-3,5-bis(m-trifluoromethylphenyl)4hydroxy-benzamide using a procedure similar to Example 191. 1H NMR (DMSO-d6) δ9.84 (s, 1H); 8.42 (t, 1H); 8.04 (d, 1H); 7.85-7.67 (m, 5H); 7.26-7.10 (m, 5H); 3.21 (dd, 2H); 2.52 (t, 2H); 1.50 (m, 4H); 1.26 (m, 8H); IR (KBr) 3330, 2950, 2850, 1620, 1550, 1495, 1470, 1330, 1220, 1170, 1120, 1100, 1080 cm−1; mass spectrum [(+)APCI], m/z 549 (M+H)+; Anal. Calcd. for C28H29F3NO2: C, ... Reactants: Compounds 217-220, N[C@@H](CCC(=O)O)C(=O)O (Glutamic acid), C1=CN(C=N1)C(=O)N2C=CN=C2 (CDI), 231a, di-t-butyl ester. Product: N[C@@H](CCC(O)=O)C(=O)O.NC(=O)N.N1C=NC=C1 (Glu urea imidazole). Reaction SMILES: [NH2:1][C@H:2]([C:8]([OH:10])=[O:9])[CH2:3][CH2:4][C:5]([OH:7])=[O:6].[CH:11]1[N:15]=[CH:14][N:13]([C:16]([N:18]2C=NC=C2)=[O:17])[CH:12]=1>>[NH2:1][C@H:2]([C:8]([OH:10])=[O:9])[CH2:3][CH2:4][C:5](=[O:6])[OH:7].[NH2:13][C:16]([NH2:18])=[O:17].[NH:13]1[CH:12]=[CH:11][N:15]=[CH:14]1 |f:2.3.4|. Reported procedure: Compounds 217-220, 230 and 231a, b, and c were all prepared in overall yields ranging from 20-40% following the route depicted in Scheme 7. The first step, performed at 0° C. under inert conditions used the di-t-butyl ester of Glutamic acid with CDI in the presence of base to form the intermediate Glu-urea-imidazole derivative 2. This intermediate was activated with MeOTf under basic conditions to afford the methylated imidazole 3, which under inert conditions reacted readily with amines. The te... The reactants are NC=1C=C(C=C2C=CC(=NC12)C)OC (8-amino-6-methoxy-2-methyl-quinoline), C(C1=CC=CC=C1)N1CCN(CC1)C=1C=C(C=C2C=CC(=NC12)C)OC (1-benzyl-4-(6-methoxy-2-methylquinolin-8-yl)piperazine), NC=1C=C(C=C2C=C(C=NC12)C)OC (8-amino-6-methoxy-3-methylquinoline). Product: SiO2, C(C1=CC=CC=C1)N1CCN(CC1)C=1C=C(C=C2C=C(C=NC12)C)OC (1-benzyl-4-(6-methoxy-3-methylquinolin-8-yl)piperazine). Yield: 22.0%. Reaction SMILES: [CH2:1]([N:8]1[CH2:13][CH2:12][N:11]([C:14]2[CH:15]=[C:16]([O:25][CH3:26])[CH:17]=[C:18]3[C:23]=2[N:22]=[C:21](C)[CH:20]=[CH:19]3)[CH2:10][CH2:9]1)[C:2]1[CH:7]=[CH:6][CH:5]=[CH:4][CH:3]=1.N[C:28]1C=C(OC)C=C2C=1N=CC(C)=C2.NC1C=C(OC)C=C2C=1N=C(C)C=C2>>[CH2:1]([N:8]1[CH2:9][CH2:10][N:11]([C:14]2[CH:15]=[C:16]([O:25][CH3:26])[CH:17]=[C:18]3[C:23]=2[N:22]=[CH:21][C:20]([CH3:28])=[CH:19]3)[CH2:12][CH2:13]1)[C:2]1[CH:7]=[CH:6][CH:5]=[CH:4][CH:3]=1. Procedure details: The title compound was prepared by the same method used for 1-benzyl-4-(6-methoxy-2-methylquinolin-8-yl)piperazine, except substituting 8-amino-6-methoxy-3-methylquinoline (2.82 g, 15.0 mmol) for the 8-amino-6-methoxy-2-methyl-quinoline. Flash chromatography on 6×20 cm SiO2 (25-30% EtOAc/hexane), with rechromatography of the mixed fractions, provided 1.13 g (22%) of the title compound as a yellow gum. Crystallization from hexane afforded 0.88 g of analytically pure compound as yellow crystals: m... Starting materials: FC(F)(F)CI, Ic1cn[nH]c1, CN(C)C=O. Product: FC(F)(F)Cn1cc(I)cn1. RXN SMILES: [F:7][C:8]([CH2:9][I:10])([F:11])[F:12].[I:1][c:2]1[cH:3][n:4][nH:5][cH:6]1.[O:13]=[CH:14][N:15]([CH3:16])[CH3:17]>>[I:1][c:2]1[cH:3][n:4][n:5]([CH2:9][C:8]([F:7])([F:11])[F:12])[cH:6]1. The reactants are C1(CCCCCCC1)CN1C=NC=C1 (1-Cyclooctylmethylimidazole), Cl (hydrogen chloride). Run in CCOCC (ether). Product: Cl.C1(CCCCCCC1)CN1C=NC=C1 (1-cyclooctylmethylimidazole hydrochloride). RXN SMILES: [CH:1]1([CH2:9][N:10]2[CH:14]=[CH:13][N:12]=[CH:11]2)[CH2:8][CH2:7][CH2:6][CH2:5][CH2:4][CH2:3][CH2:2]1.[ClH:15]>CCOCC>[ClH:15].[CH:1]1([CH2:9][N:10]2[CH:14]=[CH:13][N:12]=[CH:11]2)[CH2:8][CH2:7][CH2:6][CH2:5][CH2:4][CH2:3][CH2:2]1 |f:3.4|. Procedure details: 1-Cyclooctylmethylimidazole (~0.3 g) was dissolved in dry ether (30 ml), when a stream of dry hydrogen chloride was passed through the solution at -20° C. The resulting white precipitate was filtered off under dry nitrogen and recrystallised from ethyl acetate/petroleum ether (b.p. 40°-60° C.) to afford 1-cyclooctylmethylimidazole hydrochloride as a white solid, m.p. 20°-22° C.